Dataset: the Open Reaction Database (ORD), a public repository of structured organic reaction records. Task: describe an organic reaction: reactants, conditions, products, and yield The product is Cc1cc(Br)cc(C)c1OS(=O)(=O)C(F)(F)F. Reactants: Cc1cc(Br)cc(C)c1O, ClCCl, CCOC(C)=O, Cl, O=S(=O)(OS(=O)(=O)C(F)(F)F)C(F)(F)F, c1ccncc1. RXN SMILES: [Br:16][c:17]1[cH:18][c:19]([CH3:25])[c:20]([OH:24])[c:21]([CH3:23])[cH:22]1.[CH2:33]([Cl:34])[Cl:35].[CH3:36][CH2:37][O:38][C:39](=[O:40])[CH3:41].[ClH:32].[F:1][C:2]([F:3])([F:4])[S:5](=[O:6])(=[O:7])[O:8][S:9]([C:10]([F:11])([F:12])[F:13])(=[O:14])=[O:15].[cH:26]1[cH:27][cH:28][n:29][cH:30][cH:31]1>>[F:1][C:2]([F:3])([F:4])[S:5](=[O:6])(=[O:7])[O:8][c:20]1[c:19]([CH3:25])[cH:18][c:17]([Br:16])[cH:22][c:21]1[CH3:23]. The reactants are C(CCC)=C1C(N(C(S1)=O)CCCCOC=1C=2N(C=CC1)C(=CN2)C(C(F)(F)F)=O)=O (5-butylidene-3-[4-(3-trifluoroacetylimidazo[1,2-a]pyridin-8-yloxy)butyl]-thiazolidine-2,4-dione), Cl (hydrochloric acid). The solvent is CO (methanol). Product: Cl.C(CCC)=C1C(N(C(S1)=O)CCCCOC=1C=2N(C=CC1)C(=CN2)C(C(F)(F)F)=O)=O (5-butylidene-3-[4-(3-trifluoroacetylimidazo[1,2-a]pyridin-8-yloxy)butyl]thiazolidine-2,4-dione hydrochloride). As a reaction SMILES: [CH:1](=[C:5]1[S:9][C:8](=[O:10])[N:7]([CH2:11][CH2:12][CH2:13][CH2:14][O:15][C:16]2[C:17]3[N:18]([C:22]([C:25](=[O:30])[C:26]([F:29])([F:28])[F:27])=[CH:23][N:24]=3)[CH:19]=[CH:20][CH:21]=2)[C:6]1=[O:31])[CH2:2][CH2:3][CH3:4].[ClH:32]>CO>[ClH:32].[CH:1](=[C:5]1[S:9][C:8](=[O:10])[N:7]([CH2:11][CH2:12][CH2:13][CH2:14][O:15][C:16]2[C:17]3[N:18]([C:22]([C:25](=[O:30])[C:26]([F:27])([F:29])[F:28])=[CH:23][N:24]=3)[CH:19]=[CH:20][CH:21]=2)[C:6]1=[O:31])[CH2:2][CH2:3][CH3:4] |f:3.4|. Reported procedure: To a solution of 250 mg (0.55 mmol) of 5-butylidene-3-[4-(3-trifluoroacetylimidazo[1,2-a]pyridin-8-yloxy)butyl]-thiazolidine-2,4-dione in 5 ml of methanol, 0.05 ml of concentrated hydrochloric acid was added. After the solvent was distilled off, the residue was washed with diethyl ether to yield 290 mg (100%, white solid) of the desired product. Starting materials: C(C1=CC=CC=C1)OC(=O)N1[C@@H](C[C@@H](C1)O)C(=O)O ((2S,4S)-1-(benzyloxycarbonyl)-4-hydroxypyrrolidine-2-carboxylic acid), [H-].[Na+] (sodium hydride), CI (methyl iodide), [H][H] (hydrogen). The reagents and catalysts are [OH-].[OH-].[Pd+2] (palladium hydroxide on carbon). Run in C1CCOC1 (THF), CO (methanol). Run at time 16 hour. Yields the product CO[C@H]1C[C@H](NC1)C(=O)O ((2S,4S)-4-methoxypyrrolidine-2-carboxylic acid). Isolated yield 58.5%. Reaction SMILES: C(OC([N:11]1[CH2:15][C@@H:14]([OH:16])[CH2:13][C@H:12]1[C:17]([OH:19])=[O:18])=O)C1C=CC=CC=1.[H-].[Na+].[CH3:22]I.[H][H]>C1COCC1.CO.[OH-].[OH-].[Pd+2]>[CH3:22][O:16][C@@H:14]1[CH2:15][NH:11][C@H:12]([C:17]([OH:19])=[O:18])[CH2:13]1 |f:1.2,7.8.9|. Procedure details: A stirred solution of (2S,4S)-1-(benzyloxycarbonyl)-4-hydroxypyrrolidine-2-carboxylic acid (35.9 g, 135.4 mmol) in dry THF (870 mL) is treated under nitrogen with sodium hydride (11.78 g, 491 mmol) and methyl iodide (38.5 g, 271 mmol), using a procedure similar to that published in J. Med. Chem. 1988, 31, 875, except that reflux is carried out for 16 h. The crude extracted product of this alkylation reaction, (2S,4S)-1-(benzyloxycarbonyl)-4-methoxypyrrolidine-2-carboxylic acid, is then dissolved...